Task: describe an organic reaction: reactants, conditions, products, and yield. Dataset: the Open Reaction Database (ORD), a public repository of structured organic reaction records Reactants: C[C@H](CCCC(C)C)[C@H]1CC[C@@H]2[C@@]1(CC[C@H]3[C@H]2C[C@H]4[C@@]5([C@@]3(CC[C@@H](C5)O)C)O4)C (cholesterol 5α,6α-epoxide), C1=NC(=C(N1)C(=O)O)C(=O)O (α,β-imidazole dicarboxylic acid). Yields the product C[C@H](CCCC(C)C)[C@H]1CC[C@@H]2[C@@]1(CC[C@H]3[C@H]2C[C@H]4[C@@]5([C@@]3(CC[C@@H](C5)O)C)O4)C.C1=NC(=C(N1)C(=O)O)C(=O)O (Cholesterol 5α,6α-Epoxide α,β-Imidazole Dicarboxylic Acid). RXN SMILES: [CH3:1][C@@H:2]([C@@H:9]1[C@@:13]2([CH3:29])[CH2:14][CH2:15][C@@H:16]3[C@@:21]4([CH3:27])[CH2:22][CH2:23][C@H:24]([OH:26])[CH2:25][C@:20]54[O:28][C@H:19]5[CH2:18][C@H:17]3[C@@H:12]2[CH2:11][CH2:10]1)[CH2:3][CH2:4][CH2:5][CH:6]([CH3:8])[CH3:7].[CH:30]1[NH:34][C:33]([C:35]([OH:37])=[O:36])=[C:32]([C:38]([OH:40])=[O:39])[N:31]=1>>[CH3:1][C@@H:2]([C@@H:9]1[C@@:13]2([CH3:29])[CH2:14][CH2:15][C@@H:16]3[C@@:21]4([CH3:27])[CH2:22][CH2:23][C@H:24]([OH:26])[CH2:25][C@:20]54[O:28][C@H:19]5[CH2:18][C@H:17]3[C@@H:12]2[CH2:11][CH2:10]1)[CH2:3][CH2:4][CH2:5][CH:6]([CH3:7])[CH3:8].[CH:30]1[NH:31][C:32]([C:38]([OH:40])=[O:39])=[C:33]([C:35]([OH:37])=[O:36])[N:34]=1 |f:2.3|. Procedure: Following the procedure of Example 29 cholesterol 5α,6α-epoxide and α,β-imidazole dicarboxylic acid in 1:2 molar ratio under alkaline conditions produce the desired product. ##STR10## Procedure details: A mixture of 2-fluoro-5-pyridylmethyl bromide (9.5 g), 2-(nitroimino)imidazolidine (6.5 g), potassium carbonate (7.6 g) and acetonitrile (100 ml) was refluxed for 2 hours with stirring. After the reaction, the reaction mixture was cooled to room temperature, and cold water (100 ml) was added. The resulting crystals were collected by filtration and washed with ether to give slightly colored 1-(2-fluoro-5-pyridylmethyl)-2-(nitroimino)imidazolidine (6.0 g) as the desired compound. Yield: 50.2%. Product: FC1=NC=C(C=C1)CN1C(NCC1)=N[N+](=O)[O-] (1-(2-fluoro-5-pyridylmethyl)-2-(nitroimino)imidazolidine). Solvent: O (water). Reactants: FC1=NC=C(C=C1)CBr (2-fluoro-5-pyridylmethyl bromide), [N+](=O)([O-])N=C1NCCN1 (2-(nitroimino)imidazolidine), C([O-])([O-])=O.[K+].[K+] (potassium carbonate), C(C)#N (acetonitrile). Reaction SMILES: [F:1][C:2]1[CH:7]=[CH:6][C:5]([CH2:8]Br)=[CH:4][N:3]=1.[N+:10]([N:13]=[C:14]1[NH:18][CH2:17][CH2:16][NH:15]1)([O-:12])=[O:11].C(=O)([O-])[O-].[K+].[K+].C(#N)C>O>[F:1][C:2]1[CH:7]=[CH:6][C:5]([CH2:8][N:15]2[CH2:16][CH2:17][NH:18][C:14]2=[N:13][N+:10]([O-:12])=[O:11])=[CH:4][N:3]=1 |f:2.3.4|. Starting materials: N1N=CC=2C1=NC=CC2NC(C2=CC=C(C=C2)[C@@H](C)NC(=O)OCC2=CC=CC=C2)=O ((R)-N-(1H-pyrazolo[3,4-b]pyridin-4-yl)-4-(1-benzyloxycarbonylaminoethyl)benzamide), Cl.CO (hydrochloric acid methanol), [H][H] (hydrogen). The reagents and catalysts are [C+4].[OH-].[Pd+2].[OH-].[OH-].[OH-].[OH-].[OH-] (Palladium hydroxide carbon). The solvent is CO (methanol). Product: O.Cl.Cl.N1N=CC=2C1=NC=CC2NC(C2=CC=C(C=C2)[C@@H](C)N)=O ((R)-(+)-N-(1H-pyrazolo[3,4-b]pyridin-4-yl)-4-(1-aminoethyl)benzamide dihydrochloride monohydrate). RXN SMILES: [NH:1]1[C:5]2=[N:6][CH:7]=[CH:8][C:9]([NH:10][C:11](=[O:31])[C:12]3[CH:17]=[CH:16][C:15]([C@H:18]([NH:20]C(OCC4C=CC=CC=4)=[O:22])[CH3:19])=[CH:14][CH:13]=3)=[C:4]2[CH:3]=[N:2]1.[ClH:32].CO.[H][H]>[C+4].[OH-].[Pd+2].[OH-].[OH-].[OH-].[OH-].[OH-].CO>[OH2:22].[ClH:32].[ClH:32].[NH:1]1[C:5]2=[N:6][CH:7]=[CH:8][C:9]([NH:10][C:11](=[O:31])[C:12]3[CH:17]=[CH:16][C:15]([C@H:18]([NH2:20])[CH3:19])=[CH:14][CH:13]=3)=[C:4]2[CH:3]=[N:2]1 |f:1.2,4.5.6.7.8.9.10.11,13.14.15.16|. Reported procedure: 10% Palladium hydroxide carbon (100 mg) was added to a mixture of (R)-N-(1H-pyrazolo[3,4-b]pyridin-4-yl)-4-(1-benzyloxycarbonylaminoethyl)benzamide (300 mg), 15% hydrochloric acid-methanol (3 ml) and methanol (14 ml), and the mixture was stirred in a stream of hydrogen at 40° C. for 1 hour. After the reaction, the catalyst was removed by filtration, and the mixture was concentrated under reduced pressure. The obtained crystals were recrystallized from methanol-ether to give 120 mg of (R)-(+)-N-(... Starting materials: BrC=1C=CC2=C(OCCC3=C2SC(=C3)C(=O)N(C)C3=C(C=CC=C3)Cl)C1 (8-bromo-N-(2-chlorophenyl)-N-methyl-4,5-dihydrobenzo[b]thieno[2,3-d]oxepine-2-carboxamide), Mo(CO)6, palladacycle, C(C)N(CCCN)CC (N,N-diethyl-1,3-propanediamine), C1CCOC1 (THF), C1CCC2=NCCCN2CC1 (DBU). The solvent is C(C)OC(C)=O (ethylacetate). Run at temperature 150 celsius. The product is ClC1=C(C=CC=C1)N(C(=O)C1=CC2=C(C3=C(OCC2)C=C(C=C3)C(=O)NCCCN(CC)CC)S1)C (N2-(2-chlorophenyl)-N8-(3-(diethylamino)propyl)-N2-methyl-4,5-dihydrobenzo[b]thieno[2,3-d]oxepine-2,8-dicarboxamide). RXN SMILES: Br[C:2]1[CH:3]=[CH:4][C:5]2[C:11]3[S:12][C:13]([C:15]([N:17]([C:19]4[CH:24]=[CH:23][CH:22]=[CH:21][C:20]=4[Cl:25])[CH3:18])=[O:16])=[CH:14][C:10]=3[CH2:9][CH2:8][O:7][C:6]=2[CH:26]=1.[CH2:27]([N:29]([CH2:34][CH3:35])[CH2:30][CH2:31][CH2:32][NH2:33])[CH3:28].C1CCN2C(=NCCC2)CC1.C1C[O:50][CH2:49]C1>C(OC(=O)C)C>[Cl:25][C:20]1[CH:21]=[CH:22][CH:23]=[CH:24][C:19]=1[N:17]([CH3:18])[C:15]([C:13]1[S:12][C:11]2[C:5]3[CH:4]=[CH:3][C:2]([C:49]([NH:33][CH2:32][CH2:31][CH2:30][N:29]([CH2:34][CH3:35])[CH2:27][CH3:28])=[O:50])=[CH:26][C:6]=3[O:7][CH2:8][CH2:9][C:10]=2[CH:14]=1)=[O:16]. Reported procedure: A suspension of 8-bromo-N-(2-chlorophenyl)-N-methyl-4,5-dihydrobenzo[b]thieno[2,3-d]oxepine-2-carboxamide 150 (100 mg, 0.22 mmol), Mo(CO)6 (58 mg), Hermann's palladacycle (trans-Di(mu-acetato)bis[o-(di-o-tolylphosphino)benzyl]dipalladium (II), 31 mg), and N,N-diethyl-1,3-propanediamine (58 mg) in THF (2.0 mL) in a 10 mL microwave vial was treated with DBU (0.02 mL, 0.5 equiv) and immediately sealed. The whole was heated in a microwave at 150° C. for 25 min, cooled to room temperature and diluted... Reactants: BrCC1CC1 ((bromomethyl)cyclopropane), N1=CN=CC(=C1)CC#N (2-(pyrimidin-5-yl)acetonitrile), [H-].[Na+] (NaH). The solvent is CN(C)C=O (DMF). Reaction conditions: temperature -10 celsius, time 45 minute. Product: C1(CC1)CC(C#N)C=1C=NC=NC1 (3-cyclopropyl-2-(pyrimidin-5-yl)propanenitrile). Isolated yield 85.0%. Reaction SMILES: [N:1]1[CH:6]=[C:5]([CH2:7][C:8]#[N:9])[CH:4]=[N:3][CH:2]=1.Br[CH2:11][CH:12]1[CH2:14][CH2:13]1.[H-].[Na+]>CN(C=O)C>[CH:12]1([CH2:11][CH:7]([C:5]2[CH:6]=[N:1][CH:2]=[N:3][CH:4]=2)[C:8]#[N:9])[CH2:14][CH2:13]1 |f:2.3|. Procedure details: A solution of 2-(pyrimidin-5-yl)acetonitrile (1.8 g, 15.1 mmol) in DMF (20 mL) was degassed and (bromomethyl)cyclopropane was added (2.04 g, 15.1 mmol). The reaction mixture was cooled to −10° C., NaH was added (720 mg, 18.1 mmol, 60% in mineral oil) in portions under N2 and stirred at the same temperature for 45 mins. The reaction mixture was quenched with sat. NH4Cl and extracted with EtOAc (30 ml×3). The organic layer was washed with brine, dried over Na2SO4 and concentrated. The crude produc... Reactants: CCO, CCc1cn(C2CC(O)C(CI)O2)c(=O)[nH]c1=O, [Na+], [OH-]. The product is CCc1cn(C2CC(O)C(C)O2)c(=O)[nH]c1=O. Reaction SMILES: [CH3:21][CH2:22][OH:23].[I:1][CH2:2][CH:3]1[CH:4]([OH:18])[CH2:5][CH:6]([n:8]2[c:9](=[O:10])[nH:11][c:12](=[O:13])[c:14]([CH2:16][CH3:17])[cH:15]2)[O:7]1.[Na+:20].[OH-:19]>>[CH3:2][CH:3]1[CH:4]([OH:18])[CH2:5][CH:6]([n:8]2[c:9](=[O:10])[nH:11][c:12](=[O:13])[c:14]([CH2:16][CH3:17])[cH:15]2)[O:7]1. Reactants: COCCOc1cc([N+](=O)[O-])ccc1Br, CO, NN, O. Product: COCCOc1cc(N)ccc1Br. As a reaction SMILES: [Br:1][c:2]1[c:3]([O:11][CH2:12][CH2:13][O:14][CH3:15])[cH:4][c:5]([N+:8]([O-:9])=[O:10])[cH:6][cH:7]1.[CH3:19][OH:20].[NH2:17][NH2:18].[OH2:16]>>[Br:1][c:2]1[c:3]([O:11][CH2:12][CH2:13][O:14][CH3:15])[cH:4][c:5]([NH2:8])[cH:6][cH:7]1.